This data is from the Open Reaction Database (ORD), a public repository of structured organic reaction records. The task is: describe an organic reaction: reactants, conditions, products, and yield The reactants are ClC1=C(C=C(C=C1)C(C)=O)S(NCCC)(=O)=O (4'-chloro-3'-propylsulfamoylacetophenone), BrBr (bromine). Product: BrCC(=O)C1=CC(=C(C=C1)Cl)S(NCCC)(=O)=O (2-bromo-4'-chloro-3'-propylsulfamoylacetophenone). As a reaction SMILES: [Cl:1][C:2]1[CH:7]=[CH:6][C:5]([C:8](=[O:10])[CH3:9])=[CH:4][C:3]=1[S:11](=[O:17])(=[O:16])[NH:12][CH2:13][CH2:14][CH3:15].[Br:18]Br>>[Br:18][CH2:9][C:8]([C:5]1[CH:6]=[CH:7][C:2]([Cl:1])=[C:3]([S:11](=[O:17])(=[O:16])[NH:12][CH2:13][CH2:14][CH3:15])[CH:4]=1)=[O:10]. Reported procedure: 13.8 g of 4'-chloro-3'-propylsulfamoylacetophenone were reacted as described in Example 1(a) with 8 g of bromine to give the 2-bromo-4'-chloro-3'-propylsulfamoylacetophenone, melting point: 96° C., from isopropanol).